The task is: describe an organic reaction: reactants, conditions, products, and yield. This data is from the Open Reaction Database (ORD), a public repository of structured organic reaction records. The reactants are C(C1=CC=CC=C1)N (benzylamine), ClC=1C2=C(N=C(N1)C1=NC=CC=C1)SC(=C2)CC (4-chloro-2-(pyridin-2-yl)-6-ethyl-thieno-[2,3-d]-pyrimidine). Product: N1=C(C=CC=C1)C=1N=C(C2=C(N1)SC(=C2)CC)NCC2=CC=CC=C2 (2-(pyridin-2-yl)-4-benzylamino-6-ethyl-thieno-[2,3-d]-pyrimidine). As a reaction SMILES: [CH2:1]([NH2:8])[C:2]1[CH:7]=[CH:6][CH:5]=[CH:4][CH:3]=1.Cl[C:10]1[C:11]2[CH:24]=[C:23]([CH2:25][CH3:26])[S:22][C:12]=2[N:13]=[C:14]([C:16]2[CH:21]=[CH:20][CH:19]=[CH:18][N:17]=2)[N:15]=1>>[N:17]1[CH:18]=[CH:19][CH:20]=[CH:21][C:16]=1[C:14]1[N:15]=[C:10]([NH:8][CH2:1][C:2]2[CH:7]=[CH:6][CH:5]=[CH:4][CH:3]=2)[C:11]2[CH:24]=[C:23]([CH2:25][CH3:26])[S:22][C:12]=2[N:13]=1. Procedure details: With the procedure of Example 1, the reaction of benzylamine with 4-chloro-2-(pyridin-2-yl)-6-ethyl-thieno-[2,3-d]-pyrimidine yields 2-(pyridin-2-yl)-4-benzylamino-6-ethyl-thieno-[2,3-d]-pyrimidine.